The task is: describe an organic reaction: reactants, conditions, products, and yield. This data is from the Open Reaction Database (ORD), a public repository of structured organic reaction records. Reactants: BrC1=CC(=C(C=C1)NC=1C(=CC2=C(N=CN2CC2OCCCC2)C1F)C(=O)O)Cl (6-(4-Bromo-2-chloro-phenylamino)-7-fluoro-3-(tetrahydro-pyran-2-ylmethyl)-3H-benzoimidazole-5-carboxylic acid), [Li+].[OH-] (LiOH), COC(=O)C1=CC2=C(N=CN2CC2OCCCC2)C(=C1NC1=C(C=C(C=C1)Br)Cl)F (6-(4-Bromo-2-chloro-phenylamino)-7-fluoro-3-(tetrahydro-pyran-2-ylmethyl)-3H-benzoimidazole-5-carboxylic acid methyl ester), O1CCCC1.O (tetrahydrofuran water). The solvent is C(C)(=O)OCC.O1CCCC1 (ethyl acetate tetrahydrofuran), O (water), O (water), Cl (HCl). Run at time 16 hour. Product: OCCONC(=O)C1=CC2=C(N=CN2CC2OCCCC2)C(=C1NC1=C(C=C(C=C1)Br)Cl)F (6-(4-Bromo-2-chloro-phenylamino)-7-fluoro-3-(tetrahydro-pyran-2-ylmethyl)-3H-benzoimidazole-5-carboxylic acid (2-hydroxy-ethoxy)-amide). The yield is 100.0%. As a reaction SMILES: [Br:1][C:2]1[CH:7]=[CH:6][C:5]([NH:8][C:9]2[C:10]([C:26]([OH:28])=O)=[CH:11][C:12]3[N:16]([CH2:17][CH:18]4[CH2:23][CH2:22][CH2:21][CH2:20][O:19]4)[CH:15]=[N:14][C:13]=3[C:24]=2[F:25])=[C:4]([Cl:29])[CH:3]=1.COC(C1C(NC2C=CC(Br)=CC=2Cl)=C(F)C2[N:38]=CN(CC3CCCCO3)C=2C=1)=O.O1[CH2:64][CH2:63]CC1.[OH2:65].[Li+].[OH-:67]>O.Cl.C(OCC)(=O)C.O1CCCC1>[OH:65][CH2:63][CH2:64][O:67][NH:38][C:26]([C:10]1[C:9]([NH:8][C:5]2[CH:6]=[CH:7][C:2]([Br:1])=[CH:3][C:4]=2[Cl:29])=[C:24]([F:25])[C:13]2[N:14]=[CH:15][N:16]([CH2:17][CH:18]3[CH2:23][CH2:22][CH2:21][CH2:20][O:19]3)[C:12]=2[CH:11]=1)=[O:28] |f:2.3,4.5,8.9|. Procedure: 6-(4-Bromo-2-chloro-phenylamino)-7-fluoro-3-(tetrahydro-pyran-2-ylmethyl)-3H-benzoimidazole-5-carboxylic acid 11 r: 6-(4-Bromo-2-chloro-phenylamino)-7-fluoro-3-(tetrahydro-pyran-2-ylmethyl)-3H-benzoimidazole-5-carboxylic acid methyl ester 11q is suspended in 4:1 tetrahydrofuran/water (2.5 mL) and aqueous 1 M LiOH is added (2.5 mL). After stirring at room temperature for 16 hours, the reaction mixture is homogeneous and the reaction is complete. The reaction mixture is cooled to 0° C., diluted wi... Starting materials: CC(=O)c1ccc(Br)s1, Cn1ccnc1. Reagents/catalysts: CC(C)(C)c1ccc(-c2ccc(C(C)(C)C)cc2)cc1 (4,4'-di-tert-butylbiphenyl), CC(C)(C)C(=O)[O-].[K+] (KOPiv), Cl[Pd]CC=C.C=CC[Pd]Cl ([Pd(allyl)Cl]2), CN(C)c1ccc(P(C2CCCCC2)C2CCCCC2)cc1 (A-caPhos). Run in CC(=O)N(C)C (DMA), CC(=O)N(C)C (DMA), CC(=O)N(C)C (DMA). Run at temperature 120 celsius, time 24 hour. The product is CC(=O)c1ccc(-c2cncn2C)s1. Yield: 0.0%. Starting materials: CCO, [H][H], Nc1nc(F)ccc1C(=O)OCc1ccccc1. Product: Nc1nc(F)ccc1C(=O)O. RXN SMILES: [CH3:21][CH2:22][OH:23].[H:19][H:20].[NH2:1][c:2]1[n:3][c:4]([F:18])[cH:5][cH:6][c:7]1[C:8](=[O:9])[O:10][CH2:11][c:12]1[cH:13][cH:14][cH:15][cH:16][cH:17]1>>[NH2:1][c:2]1[n:3][c:4]([F:18])[cH:5][cH:6][c:7]1[C:8](=[O:9])[OH:10]. Reported procedure: For example, from 11-formyl undecadienoic acid there may be obtained 12-aminododecadienoic acid and thus 12-aminododecanoic acid, utilizable for the production of nylon 12. Similarly, from 7-formyl-heptenoic acid and 9-formyl nonenoic acid there may be obtained 8-aminooctenoic acid and 10-aminodecenoic acid respectively and from these 8-aminooctanoic acid and 10-aminodecanoic acid respectively which are utilizable for the production of nylon 8 and nylon 10 respectively. The product is C(=O)CCCCC=CC(=O)O (7-formyl-heptenoic acid), C(=O)CCCCCCC=CC(=O)O (9-formyl nonenoic acid), NCCCCCC=CC(=O)O (8-aminooctenoic acid), NCCCCCCCC=CC(=O)O (10-aminodecenoic acid). Reaction SMILES: C(C[CH2:4][CH2:5][CH2:6][CH2:7][CH2:8][CH:9]=[CH:10][CH:11]=[CH:12][C:13]([OH:15])=[O:14])=[O:2].[NH2:16]CCCC[CH2:21][CH2:22][CH2:23][CH:24]=[CH:25][CH:26]=[CH:27][C:28]([OH:30])=[O:29].[NH2:31]CC[CH2:34][CH2:35][CH2:36][CH2:37][CH2:38][CH2:39][CH2:40][CH2:41][CH2:42][C:43]([OH:45])=[O:44]>>[CH:6]([CH2:7][CH2:8][CH2:9][CH2:10][CH:11]=[CH:12][C:13]([OH:15])=[O:14])=[O:29].[CH:34]([CH2:35][CH2:36][CH2:37][CH2:38][CH2:39][CH2:40][CH:41]=[CH:42][C:43]([OH:45])=[O:44])=[O:2].[NH2:31][CH2:21][CH2:22][CH2:23][CH2:24][CH2:25][CH:26]=[CH:27][C:28]([OH:30])=[O:29].[NH2:16][CH2:4][CH2:5][CH2:6][CH2:7][CH2:8][CH2:9][CH2:10][CH:11]=[CH:12][C:13]([OH:15])=[O:14]. The reactants are C(=O)CCCCCCC=CC=CC(=O)O (11-formyl undecadienoic acid), nylon 12, NCCCCCCCC=CC=CC(=O)O (12-aminododecadienoic acid), NCCCCCCCCCCCC(=O)O (12-aminododecanoic acid).